This data is from the Open Reaction Database (ORD), a public repository of structured organic reaction records. The task is: describe an organic reaction: reactants, conditions, products, and yield The reactants are O=C1C=2C(=CNC2CCC1)CCC(=O)O (3-(4-Oxo-4,5,6,7-tetrahydro-1H-indol-3-yl)-propionic acid), C(=O)(N1C=NC=C1)N1C=NC=C1 (carbonyldiimidazole), CNC (dimethylamine). Solvent: ClCCl (dichloromethane), O1CCCC1 (tetrahydrofuran), ClCCl (dichloromethane). Run at time 1 hour. Product: CN(C(CCC1=CNC=2CCCC(C12)=O)=O)C (N, N-dimethyl-3-(4-oxo-4,5,6,7-tetrahydro-1H-indol-3-yl)-propionamide). Isolated yield 56.9%. Reaction SMILES: [O:1]=[C:2]1[CH2:10][CH2:9][CH2:8][C:7]2[NH:6][CH:5]=[C:4]([CH2:11][CH2:12][C:13]([OH:15])=O)[C:3]1=2.[C:16](N1C=CN=C1)([N:18]1C=CN=[CH:19]1)=O.CNC>ClCCl.O1CCCC1>[CH3:16][N:18]([CH3:19])[C:13](=[O:15])[CH2:12][CH2:11][C:4]1[C:3]2[C:2](=[O:1])[CH2:10][CH2:9][CH2:8][C:7]=2[NH:6][CH:5]=1. Reported procedure: 3-(4-Oxo-4,5,6,7-tetrahydro-1H-indol-3-yl)-propionic acid (12 g, 0.06 mol) was suspended in 80 ml of dichloromethane and carbonyldiimidazole (11.3 g, 0.07 mol) was added with stirring. After 30 minutes 58 ml of 2.0 M dimethylamine in tetrahydrofuran was added. After one hour the solvent was rotary evaporated. The residue was redissolved in dichloromethane, washed with 1 N hydrochloric acid and brine, dried over anhydrous magnesium sulfate and rotary evaporated. The solid residue was washed with ... Run in O1CCCC1 (tetrahydrofuran), O1CCCC1 (tetrahydrofuran). As a reaction SMILES: [CH3:1][C:2]1[CH:7]=[C:6]([CH3:8])[N:5]=[C:4]([OH:9])[N:3]=1.[H-].[Na+].Br[CH:13]([O:18][C:19]1[CH:24]=[CH:23][CH:22]=[CH:21][CH:20]=1)[C:14]([O:16][CH3:17])=[O:15].N1C=CC=NC=1O>O1CCCC1>[O:18]([CH:13]([O:9][C:4]1[N:5]=[C:6]([CH3:8])[CH:7]=[C:2]([CH3:1])[N:3]=1)[C:14]([O:16][CH3:17])=[O:15])[C:19]1[CH:24]=[CH:23][CH:22]=[CH:21][CH:20]=1 |f:1.2|. Conditions: time 0.5 hour. Reported procedure: 4,6-Dimethyl-2-pyrimidinol (3.0 g, 24 mmol) and 60 mL of tetrahydrofuran were placed in a dry 250 mL flask and blanketed with argon. Sodium hydride (1.0 g of 60 percent, 24 mmol) was added carefully and the mixture was allowed to stir at ambient temperature for 0.5 hr. A solution of methyl 2-bromo-2-phenoxyacetate (7.2 g, 29 mmol) in a small amount of tetrahydrofuran was added dropwise with stirring and the mixture was then allowed to stir overnight under argon at ambient temperature. The result... The reactants are N1=C(N=CC=C1)O (pyrimidinol), CC1=NC(=NC(=C1)C)O (4,6-Dimethyl-2-pyrimidinol), [H-].[Na+] (Sodium hydride), BrC(C(=O)OC)OC1=CC=CC=C1 (methyl 2-bromo-2-phenoxyacetate). Product: O(C1=CC=CC=C1)C(C(=O)OC)OC1=NC(=CC(=N1)C)C (Methyl 2-Phenoxy-2-((4,6-dimethylpyrimidin-2-yl)oxy)acetate). Procedure details: Into a four-necked flask, 180 wt. parts of nitrogen-aerated water and 20 wt. parts of aqueous solution containing 0.2 wt. part of polyvinyl alcohol were charged, followed further by addition of 77 wt. parts of styrene, 22 wt. parts of n-butyl acrylate, 1.4 wt. parts of benzolyl peroxide and 0.2 wt. part of divinylbenzene, followed by stirring to obtain a suspension liquid. Thereafter, the interior of the flask was replaced by nitrogen, and the system was heated to 80° C. to effect 10 hours of po... Reaction conditions: temperature 80 celsius. Reactants: polyvinyl alcohol, 77, C=CC1=CC=CC=C1 (styrene), C(C=C)(=O)OCCCC (n-butyl acrylate), peroxide, C(=C)C1=C(C=CC=C1)C=C (divinylbenzene). RXN SMILES: [CH2:1]=[CH:2][C:3]1[CH:8]=[CH:7][CH:6]=[CH:5][CH:4]=1.[C:9]([O:13][CH2:14][CH2:15][CH2:16][CH3:17])(=[O:12])[CH:10]=[CH2:11].C(C1C=CC=CC=1C=C)=C>>[CH2:1]=[CH:2][C:3]1[CH:8]=[CH:7][CH:6]=[CH:5][CH:4]=1.[C:9]([O:13][CH2:14][CH2:15][CH2:16][CH3:17])(=[O:12])[CH:10]=[CH2:11] |f:3.4|. The product is C=CC1=CC=CC=C1.C(C=C)(=O)OCCCC (styrene n-butyl acrylate). Starting materials: NC(=O)[C@H](CC)NC(CCCCl)=O ((S)-N-[1-(aminocarbonyl)propyl]-4-chlorobutanamide), [OH-].[K+] (potassium hydroxide), [OH-].[K+] (potassium hydroxide). The reagents and catalysts are [Br-].C(CCC)[N+](CCCC)(CCCC)CCCC (tetrabutylammonium bromide). The solvent is ClCCl (dichloromethane). Reaction conditions: time 1 hour. Yields the product C(C)[C@@H](C(=O)N)N1C(CCC1)=O ((S)-alpha-ethyl-2-oxo-1-pyrrolidineacetamide). Yield: 60.7%. As a reaction SMILES: [NH2:1][C:2]([C@@H:4]([NH:7][C:8](=[O:13])[CH2:9][CH2:10][CH2:11]Cl)[CH2:5][CH3:6])=[O:3].[OH-].[K+]>[Br-].C([N+](CCCC)(CCCC)CCCC)CCC.ClCCl>[CH2:5]([C@H:4]([N:7]1[CH2:11][CH2:10][CH2:9][C:8]1=[O:13])[C:2]([NH2:1])=[O:3])[CH3:6] |f:1.2,3.4|. Reported procedure: 6.2 g (0.03 mole) of (S)-N-[1-(aminocarbonyl)propyl]-4-chlorobutanamide and 0.484 g (0.0015 mole) of tetrabutylammonium bromide are mixed in 45 ml of dichloromethane at 0° C. under a nitrogen atmosphere. 2.02 g (0.036 mole) of potassium hydroxide powder are added over 30 minutes, at such a rate that the temperature of the reaction mixture does not exceed +2° C. The mixture is then stirred for one hour, after which a further 0.1 g (0.0018 mole) of ground potassium hydroxide is added and stirring ... Starting materials: Cc1ccc(-c2cc(N)[nH]n2)c(C)c1, Nc1cc[nH]n1, C1CCOC1, O=C1Nc2ccccc2C1=CO. The product is Cc1ccc(-c2cc(NC=C3C(=O)Nc4ccccc43)[nH]n2)c(C)c1. Reaction SMILES: [CH3:19][c:20]1[c:21](-[c:27]2[cH:28][c:29]([NH2:32])[nH:30][n:31]2)[cH:22][cH:23][c:24]([CH3:26])[cH:25]1.[NH2:1][c:2]1[cH:3][cH:4][nH:5][n:6]1.[O:33]1[CH2:34][CH2:35][CH2:36][CH2:37]1.[OH:7][CH:8]=[C:9]1[C:10](=[O:18])[NH:11][c:12]2[cH:13][cH:14][cH:15][cH:16][c:17]21>>[CH:8](=[C:9]1[C:10](=[O:18])[NH:11][c:12]2[cH:13][cH:14][cH:15][cH:16][c:17]21)[NH:32][c:29]1[cH:28][c:27](-[c:21]2[c:20]([CH3:19])[cH:25][c:24]([CH3:26])[cH:23][cH:22]2)[n:31][nH:30]1. Reactants: B, C1CCOC1, C1CCOC1, CCOC(=O)N1CCc2c(c3cccc4c3n2C(C)(C)C(=O)N4C)C1, Cl, O. The product is CCOC(=O)N1CCc2c(c3cccc4c3n2C(C)(C)CN4C)C1. As a reaction SMILES: [BH3:26].[CH2:27]1[O:28][CH2:29][CH2:30][CH2:31]1.[CH2:34]1[O:35][CH2:36][CH2:37][CH2:38]1.[CH3:1][C:2]1([CH3:25])[C:3](=[O:24])[N:4]([CH3:23])[c:5]2[cH:6][cH:7][cH:8][c:9]3[c:10]2[n:11]1[c:12]1[c:13]3[CH2:14][N:15]([C:18](=[O:19])[O:20][CH2:21][CH3:22])[CH2:16][CH2:17]1.[ClH:32].[OH2:33]>>[CH3:1][C:2]1([CH3:25])[CH2:3][N:4]([CH3:23])[c:5]2[cH:6][cH:7][cH:8][c:9]3[c:10]2[n:11]1[c:12]1[c:13]3[CH2:14][N:15]([C:18](=[O:19])[O:20][CH2:21][CH3:22])[CH2:16][CH2:17]1. The reactants are CCOC(=O)c1oc2cc(OC3CCN(C(C)C)CC3)c(Cl)cc2c1C, C1CCOC1, CCO, Cl, [Na+], [OH-]. Product: Cc1c(C(=O)O)oc2cc(OC3CCN(C(C)C)CC3)c(Cl)cc12. Reaction SMILES: [CH2:1]([CH3:2])[O:3][C:4](=[O:5])[c:6]1[o:7][c:8]2[c:9]([c:10]1[CH3:11])[cH:12][c:13]([Cl:26])[c:14]([O:16][CH:17]1[CH2:18][CH2:19][N:20]([CH:23]([CH3:24])[CH3:25])[CH2:21][CH2:22]1)[cH:15]2.[CH2:30]1[O:31][CH2:32][CH2:33][CH2:34]1.[CH3:35][CH2:36][OH:37].[ClH:29].[Na+:28].[OH-:27]>>[O:3]=[C:4]([OH:5])[c:6]1[o:7][c:8]2[c:9]([c:10]1[CH3:11])[cH:12][c:13]([Cl:26])[c:14]([O:16][CH:17]1[CH2:18][CH2:19][N:20]([CH:23]([CH3:24])[CH3:25])[CH2:21][CH2:22]1)[cH:15]2. Reactants: COC1=CC=C(CN)C=C1 (4-methoxybenzylamine), ClC1=CC=C(C=O)C=C1 (4-chlorobenzaldehyde), O=C(C(=O)OCC)CC(C)=O (ethyl 2,4-dioxovalerate). The product is C(C)(=O)C1=C(C(N(C1C1=CC=C(C=C1)Cl)CC1=CC=C(C=C1)OC)=O)O (4-acetyl-5-(4-chlorophenyl)-3-hydroxy-1-(4-methoxybenzyl)-1H-pyrrol-2(5H)-one). Reaction SMILES: [CH3:1][O:2][C:3]1[CH:10]=[CH:9][C:6]([CH2:7][NH2:8])=[CH:5][CH:4]=1.[Cl:11][C:12]1[CH:19]=[CH:18][C:15]([CH:16]=O)=[CH:14][CH:13]=1.[O:20]=[C:21]([CH2:27][C:28](=[O:30])[CH3:29])[C:22](OCC)=[O:23]>>[C:28]([C:27]1[CH:16]([C:15]2[CH:18]=[CH:19][C:12]([Cl:11])=[CH:13][CH:14]=2)[N:8]([CH2:7][C:6]2[CH:9]=[CH:10][C:3]([O:2][CH3:1])=[CH:4][CH:5]=2)[C:22](=[O:23])[C:21]=1[OH:20])(=[O:30])[CH3:29]. Procedure: The title compound was prepared in analogy to the procedure described in Step 57.1 using 4-methoxybenzylamine, 4-chlorobenzaldehyde and ethyl 2,4-dioxovalerate at 120° C. for 3 hr. The title product precipitated at RT. tR: 4.90 min (HPLC 1); tR: 1.03 min (LC-MS 2); ESI-MS: 372 [M+H]+, ESI-MS: 370 [M−H]− (LC-MS 2). Starting materials: ClC1=CC=2NC=3N(C(C2C=N1)=O)N=CC3 (6-Chloropyrazolo[1,5-a]pyrido[4,3-d]pyrimidin-9(4H)-one), CI (methyl iodide), ClC1=CC=2N(C=3N(C(C2C=N1)=O)N=C(C3)C)C (6-chloro-2,4-dimethylpyrazolo[1,5-a]pyrido[4,3-d]pyrimidin-9(4H)-one). Product: ClC1=CC=2N(C=3N(C(C2C=N1)=O)N=CC3)C (6-chloro-4-methylpyrazolo[1,5-a]pyrido[4,3-d]pyrimidin-9(4H)-one). Yield: 76.0%. Reaction SMILES: ClC1N=CC2C(=O)N3N=CC=C3NC=2C=1.CI.[Cl:18][C:19]1[N:28]=[CH:27][C:26]2[C:25](=[O:29])[N:24]3[N:30]=[C:31](C)[CH:32]=[C:23]3[N:22]([CH3:34])[C:21]=2[CH:20]=1>>[Cl:18][C:19]1[N:28]=[CH:27][C:26]2[C:25](=[O:29])[N:24]3[N:30]=[CH:31][CH:32]=[C:23]3[N:22]([CH3:34])[C:21]=2[CH:20]=1. Procedure details: By treating 6-chloropyrazolo[1,5-a]pyrido[4,3-d]pyrimidin-9(4H)-one of Example 1 with methyl iodide according to the procedure of Example 5 for the preparation of 6-chloro-2,4-dimethylpyrazolo[1,5-a]pyrido[4,3-d]pyrimidin-9(4H)-one, 6-chloro-4-methylpyrazolo[1,5-a]pyrido[4,3-d]pyrimidin-9(4H)-one is obtained, yield: 76%; m.p. >300°.